From a dataset of the Open Reaction Database (ORD), a public repository of structured organic reaction records. describe an organic reaction: reactants, conditions, products, and yield Reactants: CO.CC(=O)O.C(Cl)Cl (MeOH AcOH CH2Cl2), N1=C(C=CC=C1)C(=O)C1=NC=CC=C1 ((±)-pyridyl ketone), Wittig salt. Product: mixture, C(\C=C\CCCC)(=O)O ((±)-(E)-heptenoic acid). The yield is 70.0%. As a reaction SMILES: N1C=C[CH:4]=[CH:3][C:2]=1[C:7]([C:9]1C=CC=CN=1)=O.CO.[CH3:17][C:18]([OH:20])=[O:19].C(Cl)Cl>>[C:18]([OH:20])(=[O:19])/[CH:17]=[CH:4]/[CH2:3][CH2:2][CH2:7][CH3:9] |f:1.2.3|. Procedure details: Prepared as above from 376.4 mg (0.86 mmol) of the (±)-pyridyl ketone and 790.6 mg (1.73 mmol) of the Wittig salt. Preparative HPLC with MeOH-AcOH-CH2Cl2 (4:1:95) gave in ~92% yield a mixture of Wittig product (E/Z=~96:4) from which 320.9 mg (70%) of (±)-(E)-heptenoic acid was isolated cleanly: mp 68-73° C.; 1H NMR (CDCl3) δ8.61 (br s, 1H), 8.49 (br s, 1H), 8.28 (s, 1H), 8.06 (d, J=8.1 Hz, 2H), 7.52 (br s, 1H), 7.46 (br d, J=8.0 Hz, 1H), 7.28 (d, 2H), 7.27 (buried, 1H), 6.21 (t, J=7.4 Hz, 1H), 4... The reactants are BrCC=1C=C(C=CC1)B1OCC(CO1)(C)C (2-(3-Bromomethyl-phenyl)-5,5-dimethyl-[1,3,2]dioxaborinane), C(C)NCC (diethyl-amine). Solvent: C(C)(=O)OCC (ethyl acetate). Conditions: temperature 70 celsius, time 4 hour. Yields the product CC1(COB(OC1)C=1C=C(CN(CC)CC)C=CC1)C ([3-(5,5-Dimethyl-[1,3,2]dioxaborinan-2-yl)-benzyl]-diethyl-amine). Yield: 65.0%. As a reaction SMILES: Br[CH2:2][C:3]1[CH:4]=[C:5]([B:9]2[O:14][CH2:13][C:12]([CH3:16])([CH3:15])[CH2:11][O:10]2)[CH:6]=[CH:7][CH:8]=1.[CH2:17]([NH:19][CH2:20][CH3:21])[CH3:18]>C(OCC)(=O)C>[CH3:15][C:12]1([CH3:16])[CH2:13][O:14][B:9]([C:5]2[CH:4]=[C:3]([CH:8]=[CH:7][CH:6]=2)[CH2:2][N:19]([CH2:20][CH3:21])[CH2:17][CH3:18])[O:10][CH2:11]1. Procedure details: 2-(3-Bromomethyl-phenyl)-5,5-dimethyl-[1,3,2]dioxaborinane (0.21 mmol, 60 mg) and diethyl-amine (1 mL, >10 equiv) were combined and left to stir at 70° C. for 4 hours. The reaction mixture was then diluted with ethyl acetate, concentrated in vacuo and dried on high vacuum for 1 hour. The residue was then dissolved in dichloromethane, washed with water, followed by brine, dried over anhydrous sodium sulfate and concentrated in vacuo to give the final product as yellow oil (37.7 mg, 65%). 1H NMR (... Starting materials: [Cl-].O[NH3+] (hydroxylammonium chloride), C(O)([O-])=O.[Na+] (sodium hydrogencarbonate), CS(=O)C (dimethyl sulfoxide), C(C)C1=CC2=C(N(C(N(C2=O)CC(=O)C2=CC=C(C=C2)OC)=O)CC2=CC=C(C=C2)C=2C(=C(C=CC2)F)C#N)S1 (4′-{[6-ethyl-3-[2-(4-methoxyphenyl)-2-oxoethyl]-2,4-dioxo-3,4-dihydrothieno[2,3-d]pyrimidin-1(2H)-yl]methyl}-3-fluorobiphenyl-2-carbonitrile). Solvent: C(Cl)(Cl)Cl (chloroform). Conditions: temperature 40 celsius, time 30 minute. Product: C(C)C1=CC2=C(N(C(N(C2=O)CC(=O)C2=CC=C(C=C2)OC)=O)CC2=CC=C(C=C2)C2=C(C(=CC=C2)F)C2=NOC(N2)=O)S1 (6-ethyl-1-{[3′-fluoro-2′-(5-oxo-4,5-dihydro-1,2,4-oxadiazol-3-yl)biphenyl-4-yl]methyl}-3-[2-(4-methoxyphenyl)-2-oxoethyl]thieno[2,3-d]pyrimidine-2,4(1H,3H)-dione). Isolated yield 30.1%. RXN SMILES: [Cl-].O[NH3+:3].[C:4](=[O:7])([O-])[OH:5].[Na+].CS(C)=O.[CH2:13]([C:15]1[S:52][C:18]2[N:19]([CH2:36][C:37]3[CH:42]=[CH:41][C:40]([C:43]4[C:44]([C:50]#[N:51])=[C:45]([F:49])[CH:46]=[CH:47][CH:48]=4)=[CH:39][CH:38]=3)[C:20](=[O:35])[N:21]([CH2:24][C:25]([C:27]3[CH:32]=[CH:31][C:30]([O:33][CH3:34])=[CH:29][CH:28]=3)=[O:26])[C:22](=[O:23])[C:17]=2[CH:16]=1)[CH3:14]>C(Cl)(Cl)Cl>[CH2:13]([C:15]1[S:52][C:18]2[N:19]([CH2:36][C:37]3[CH:42]=[CH:41][C:40]([C:43]4[CH:48]=[CH:47][CH:46]=[C:45]([F:49])[C:44]=4[C:50]4[NH:3][C:4](=[O:7])[O:5][N:51]=4)=[CH:39][CH:38]=3)[C:20](=[O:35])[N:21]([CH2:24][C:25]([C:27]3[CH:28]=[CH:29][C:30]([O:33][CH3:34])=[CH:31][CH:32]=3)=[O:26])[C:22](=[O:23])[C:17]=2[CH:16]=1)[CH3:14] |f:0.1,2.3|. Reported procedure: A mixture of hydroxylammonium chloride (1.8 g), sodium hydrogencarbonate (2.7 g) and dimethyl sulfoxide (40 mL) was stirred at 40° C. for 30 min, 4′-{[6-ethyl-3-[2-(4-methoxyphenyl)-2-oxoethyl]-2,4-dioxo-3,4-dihydrothieno[2,3-d]pyrimidin-1(2H)-yl]methyl}-3-fluorobiphenyl-2-carbonitrile (1.8 g) was added, and the mixture was stirred at 90° C. for 16 hr. The reaction mixture was diluted with chloroform, washed successively with water and saturated brine, and dried over anhydrous magnesium sulfate.... Starting materials: BrC1=CC=C(C=C1)C(C(=O)OCC1=CC=CC=C1)CC(=O)OC(C)(C)C (1-benzyl 4-tert-butyl 2-(4-bromophenyl)succinate), crude mixture. The solvent is C1(=CC=CC=C1)C (toluene). Yields the product C(C1=CC=CC=C1)OC(C(CC(=O)O)C1=CC=C(C=C1)Br)=O (4-(Benzyloxy)-3-(4-bromophenyl)-4-oxobutanoic acid). Isolated yield 88.3%. Reaction SMILES: [Br:1][C:2]1[CH:7]=[CH:6][C:5]([CH:8]([CH2:19][C:20]([O:22]C(C)(C)C)=[O:21])[C:9]([O:11][CH2:12][C:13]2[CH:18]=[CH:17][CH:16]=[CH:15][CH:14]=2)=[O:10])=[CH:4][CH:3]=1>C1(C)C=CC=CC=1>[CH2:12]([O:11][C:9](=[O:10])[CH:8]([C:5]1[CH:4]=[CH:3][C:2]([Br:1])=[CH:7][CH:6]=1)[CH2:19][C:20]([OH:22])=[O:21])[C:13]1[CH:14]=[CH:15][CH:16]=[CH:17][CH:18]=1. Procedure: A suspension of 1-benzyl 4-tert-butyl 2-(4-bromophenyl)succinate (2.00 g, 4.77 mmol) and silica gel (23.8 g) in toluene (100 mL) was heated at reflux for 3 h. The crude mixture was cooled to room temperature and filtered. The filter cake was washed with dichloromethane/methanol (8:2; 2×100 mL) then the organic filtrates were combined and evaporated to dryness to give the title compound as a white solid (1.53 g, 88%). LC/MS: 3.43 min; z/e 361 and 363, calcd (M−1) 361 and 363. 1H NMR (400 MHz: DMS... Reactants: CC(C)O, CCOC(=O)CN1CCC(Cc2cccc(-c3nsc(-c4ccc(OC(C)C)c(Cl)c4)n3)c2CC)CC1, [Na+], [OH-], O. Yields the product CCc1c(CC2CCN(CC(=O)O)CC2)cccc1-c1nsc(-c2ccc(OC(C)C)c(Cl)c2)n1. RXN SMILES: [CH:40]([OH:41])([CH3:42])[CH3:43].[Cl:1][c:2]1[cH:3][c:4](-[c:12]2[n:13][c:14](-[c:17]3[c:18]([CH2:36][CH3:37])[c:19]([CH2:23][CH:24]4[CH2:25][CH2:26][N:27]([CH2:30][C:31](=[O:32])[O:33][CH2:34][CH3:35])[CH2:28][CH2:29]4)[cH:20][cH:21][cH:22]3)[n:15][s:16]2)[cH:5][cH:6][c:7]1[O:8][CH:9]([CH3:10])[CH3:11].[Na+:39].[OH-:38].[OH2:44]>>[Cl:1][c:2]1[cH:3][c:4](-[c:12]2[n:13][c:14](-[c:17]3[c:18]([CH2:36][CH3:37])[c:19]([CH2:23][CH:24]4[CH2:25][CH2:26][N:27]([CH2:30][C:31](=[O:32])[OH:33])[CH2:28][CH2:29]4)[cH:20][cH:21][cH:22]3)[n:15][s:16]2)[cH:5][cH:6][c:7]1[O:8][CH:9]([CH3:10])[CH3:11]. The reactants are Br.CC1=CC=C(C=C1)C=1N=C(SC1)N (4-(4-methyl-phenyl)-thiazol-2-ylamine hydrobromide), C1(=CC=C(C=C1)S(=O)(=O)Cl)C (p-toluenesulfonyl chloride), Cl (hydrochloric acid). Solvent: N1=CC=CC=C1 (pyridine). Reaction conditions: time 30 minute. Product: CC1=CC=C(C=C1)S(=O)(=O)NC=1SC=C(N1)C1=CC=C(C=C1)C (4-methyl-N-[4-(4-methyl-phenyl)-thiazol-2-yl]-benzenesulfonamide). The yield is 72.4%. As a reaction SMILES: Br.[CH3:2][C:3]1[CH:8]=[CH:7][C:6]([C:9]2[N:10]=[C:11]([NH2:14])[S:12][CH:13]=2)=[CH:5][CH:4]=1.[C:15]1([CH3:25])[CH:20]=[CH:19][C:18]([S:21](Cl)(=[O:23])=[O:22])=[CH:17][CH:16]=1.Cl>N1C=CC=CC=1>[CH3:25][C:15]1[CH:20]=[CH:19][C:18]([S:21]([NH:14][C:11]2[S:12][CH:13]=[C:9]([C:6]3[CH:5]=[CH:4][C:3]([CH3:2])=[CH:8][CH:7]=3)[N:10]=2)(=[O:23])=[O:22])=[CH:17][CH:16]=1 |f:0.1|. Procedure details: A mixture of 0.5 g 4-(4-methyl-phenyl)-thiazol-2-ylamine hydrobromide with 0.39 g of p-toluenesulfonyl chloride was stirred overnight with 2 ml of pyridine. The resulting, red colored suspension was poured into 30 ml of 1N hydrochloric acid and the mixture was extracted twice with 50 ml of ethyl acetate each time. The organic phases were combined, dried with magnesium sulphate and the solvent was removed on a rotary evaporator. The residue was dissolved in a mixture of 20 ml of ethanol and 20 ml... Reactants: ClC=1C=CC2=C(NC(C(=CC2=O)OC)=O)C1 (8-Chloro-3-methoxy-2,5-dioxo-2,5-dihydro-1H-benz[b]azepine), N (ammonia). Solvent: liquid. Run at temperature -78 celsius. Yields the product NC1=CC(C2=C(NC1=O)C=C(C=C2)Cl)=O (3-Amino-8-chloro-2,5-dioxo-2,5-dihydro-1H-benz[b]azepine). As a reaction SMILES: [Cl:1][C:2]1[CH:3]=[CH:4][C:5]2[C:11](=[O:12])[CH:10]=[C:9](OC)[C:8](=[O:15])[NH:7][C:6]=2[CH:16]=1.[NH3:17]>>[NH2:17][C:9]1[C:8](=[O:15])[NH:7][C:6]2[CH:16]=[C:2]([Cl:1])[CH:3]=[CH:4][C:5]=2[C:11](=[O:12])[CH:10]=1. Reported procedure: 8-Chloro-3-methoxy-2,5-dioxo-2,5-dihydro-1H-benz[b]azepine (0.4 g) was treated with 80 mL of liquid anhydrous ammonia chilled to -78° C. The mixture was sealed in a pressure vessel and warmed to 26° C. for 22.5 hours. The excess ammonia was evaporated to give a solid. The solid was recrystallized from 5 mL hot dimethylformamide and water; crystallization was initiated by cooling the solution in an ice bath. The solid was filtered, washed (water) and vacuum dried (100° C., 15 Pa) to give the titl...